Dataset: the Open Reaction Database (ORD), a public repository of structured organic reaction records. Task: describe an organic reaction: reactants, conditions, products, and yield The reactants are FC=1C=C(C=CC1O)C1=CC=C(C=C1)C(=O)O (3'-fluoro-4'-hydroxybiphenyl-4-carboxylic acid), carboxylic acid, C(CCCCCCCCC)Br (decyl bromide), carboxylic acid, [OH-].[Na+] (sodium hydroxide), Cl (hydrochloric acid). The solvent is C(C)O (ethanol). Product: C(CCCCCCCCC)OC1=C(C=C(C=C1)C1=CC=C(C=C1)C(=O)O)F (4'-decyloxy-3'-fluorobiphenyl-4-carboxylic acid). RXN SMILES: [F:1][C:2]1[CH:3]=[C:4]([C:9]2[CH:14]=[CH:13][C:12]([C:15]([OH:17])=[O:16])=[CH:11][CH:10]=2)[CH:5]=[CH:6][C:7]=1[OH:8].[CH2:18](Br)[CH2:19][CH2:20][CH2:21][CH2:22][CH2:23][CH2:24][CH2:25][CH2:26][CH3:27].[OH-].[Na+].Cl>C(O)C>[CH2:18]([O:8][C:7]1[CH:6]=[CH:5][C:4]([C:9]2[CH:14]=[CH:13][C:12]([C:15]([OH:17])=[O:16])=[CH:11][CH:10]=2)=[CH:3][C:2]=1[F:1])[CH2:19][CH2:20][CH2:21][CH2:22][CH2:23][CH2:24][CH2:25][CH2:26][CH3:27] |f:2.3|. Procedure: The resulting 3'-fluoro-4'-hydroxybiphenyl-4-carboxylic acid was heated under reflux for 10 hours in hydrous ethanol together with 1.2 moles, per mole of the carboxylic acid, of decyl bromide and 1.95 moles, per mole of the carboxylic acid, of sodium hydroxide. Then, 10% hydrochloric acid was added to adjust the pH of the solution to 2 to 3. The solution was then heated under reflux for 1 hour. After cooling, the organic materials were extracted with chloroform. The chloroform layer was washed w... The reactants are BrC=1C=CC(=NC1)[N+](=O)[O-] (5-Bromo-2-nitro-pyridine), O (water), C1(=CC=CC=C1)O (Phenol), [H-].[Na+] (NaH). The solvent is CN(C)C=O (DMF), CN(C)C=O (DMF). Conditions: time 16 hour. Yields the product [N+](=O)([O-])C1=NC=C(C=C1)OC1=CC=CC=C1 (2-Nitro-5-phenoxy-pyridine). Yield: 78.0%. RXN SMILES: [C:1]1([OH:7])[CH:6]=[CH:5][CH:4]=[CH:3][CH:2]=1.[H-].[Na+].Br[C:11]1[CH:12]=[CH:13][C:14]([N+:17]([O-:19])=[O:18])=[N:15][CH:16]=1.O>CN(C=O)C>[N+:17]([C:14]1[CH:13]=[CH:12][C:11]([O:7][C:1]2[CH:6]=[CH:5][CH:4]=[CH:3][CH:2]=2)=[CH:16][N:15]=1)([O-:19])=[O:18] |f:1.2|. Procedure: 8.1 Phenol (25 mmol) is dissolved in DMF (30 ml) and NaH (1.1 eq., 60% suspension in liquid paraffin) is added at 0° C. 5-Bromo-2-nitro-pyridine (1.0 eq.) in DMF (20 ml) is added and stirred 16 h at RT. The reaction solution is poured into water and extracted with ethyl acetate. The combined organic layers are washed with brine, dried over MgSO4 and the solvent is removed in vacuo. 2-Nitro-5-phenoxy-pyridine is obtained after column chromatography (heptan/ethyl acetate) as a brown oil in a yield...